This data is from the Open Reaction Database (ORD), a public repository of structured organic reaction records. The task is: describe an organic reaction: reactants, conditions, products, and yield As a reaction SMILES: [N+:1]([C:4]1[C:12]2[O:11][C:10](=[O:13])[NH:9][C:8]=2[CH:7]=[CH:6][CH:5]=1)([O-:3])=[O:2].[OH-].[K+].[CH3:16]S(C)=O>O>[CH3:16][N:9]1[C:8]2[CH:7]=[CH:6][CH:5]=[C:4]([N+:1]([O-:3])=[O:2])[C:12]=2[O:11][C:10]1=[O:13] |f:1.2|. The reactants are [OH-].[K+] (KOH), CS(=O)C (DMSO), [N+](=O)([O-])C1=CC=CC=2NC(OC21)=O (7-nitro-2-benzoxazolidinone), CS(=O)C (DMSO). Yield: 85.0%. Procedure: 3.94 g (21.9 mmol) of 7-nitro-2-benzoxazolidinone (for preparation of the latter compound, see EP 0189612 and references cited therein), were dissolved in 40 ml of DMSO after which 1.72 g of 85% powdered KOH (26.2 mmol) were added. While stirring and cooling (water) 3.72 g (26.2 mmol) of Mel dissolved in 6 ml of DMSO, were added dropwise over a period of 10 minutes. Stirring was continued at room temperature for 16 hrs, during the latter period an extra amount of Mel (0.5 g) was added. After the... Reaction conditions: time 16 hour. The solvent is O (water), O (water). Yields the product CN1C(OC2=C1C=CC=C2[N+](=O)[O-])=O (3-methyl-7-nitro-2-benzoxazolidinone). Starting materials: FC1=CC=C(C(=O)Cl)C=C1 (4-fluorobenzoyl chloride), NC1(CCCCC1)C(=O)O (1-aminocyclohexanecarboxylic acid), C([O-])([O-])=O.[Na+].[Na+] (sodium carbonate). Solvent: CCOCC (ether), CCOCC (ether), O (water). Reaction conditions: time 8 hour. The product is FC1=CC=C(C(=O)NC2(CCCCC2)C(=O)O)C=C1 (1-[(4-Fluorobenzoyl)amino]cyclohexanecarboxylic acid). Yield: 660.9%. RXN SMILES: [F:1][C:2]1[CH:10]=[CH:9][C:5]([C:6](Cl)=[O:7])=[CH:4][CH:3]=1.[NH2:11][C:12]1([C:18]([OH:20])=[O:19])[CH2:17][CH2:16][CH2:15][CH2:14][CH2:13]1.C(=O)([O-])[O-].[Na+].[Na+]>CCOCC.O>[F:1][C:2]1[CH:10]=[CH:9][C:5]([C:6]([NH:11][C:12]2([C:18]([OH:20])=[O:19])[CH2:17][CH2:16][CH2:15][CH2:14][CH2:13]2)=[O:7])=[CH:4][CH:3]=1 |f:2.3.4|. Procedure details: Under ice-cooling, a solution of 25.0 g (15.8 mmol) of 4-fluorobenzoyl chloride in 30 ml of ether was added dropwise to a mixture solution of 22.6 g (15.8 mmol) of 1-aminocyclohexanecarboxylic acid and 25.0 g (23.7 mmol) of sodium carbonate in 100 ml of ether and 300 ml of water, and the mixture was stirred at room temperature overnight. After the ether layer was separated, the aqueous layer was neutralized by concentrated hydrochloric acid under ice-cooling, and the precipitated crystal was col... Starting materials: ClC=1C=C(COC=2C=C(C(=O)OC)C=CC2)C=CC1 (methyl 3-[(3-chlorobenzyl)oxy]benzoate), COC=1C=CC(=CC1)P2(=S)SP(=S)(S2)C=3C=CC(=CC3)OC (Lawesson reagent). Run in C=1(C(=CC=CC1)C)C (xylene). The product is ClC=1C=C(COC=2C=C(C(=S)OC)C=CC2)C=CC1 (O-methyl 3-[(3-chlorobenzyl)oxy]thiobenzoate). Yield: 145.9%. RXN SMILES: [Cl:1][C:2]1[CH:3]=[C:4]([CH:17]=[CH:18][CH:19]=1)[CH2:5][O:6][C:7]1[CH:8]=[C:9]([CH:14]=[CH:15][CH:16]=1)[C:10]([O:12][CH3:13])=O.COC1C=CC(P2(SP(C3C=CC(OC)=CC=3)(=S)S2)=[S:29])=CC=1>C1(C)C(C)=CC=CC=1>[Cl:1][C:2]1[CH:3]=[C:4]([CH:17]=[CH:18][CH:19]=1)[CH2:5][O:6][C:7]1[CH:8]=[C:9]([CH:14]=[CH:15][CH:16]=1)[C:10]([O:12][CH3:13])=[S:29]. Procedure: In an analogous manner to that described in Example 1(B). 36.5 g (131.9 mmol) of methyl 3-[(3-chlorobenzyl)oxy]benzoate were heated at reflux for 16 hours with 26.7 g (66 mmol) of Lawesson reagent in xylene and thereafter chromatographed on silica gel. Elution with hexane/toluene (2%, 5% and 10%) yielded 28.2 g (73%) of O-methyl 3-[(3-chlorobenzyl)oxy]thiobenzoate as an orange, crystallizing oil.